Dataset: the Open Reaction Database (ORD), a public repository of structured organic reaction records. Task: describe an organic reaction: reactants, conditions, products, and yield Starting materials: CC(=O)O, COC(=O)C(Br)Cc1cc(F)c(-n2nc(C)n(C(F)F)c2=O)cc1[N+](=O)[O-], [Fe], O. The product is Cc1nn(-c2cc3c(cc2F)CC(Br)C(=O)N3)c(=O)n1C(F)F. RXN SMILES: [CH3:29][C:30](=[O:31])[OH:32].[F:1][c:2]1[c:3](-[n:18]2[n:19][c:20]([CH3:27])[n:21]([CH:24]([F:25])[F:26])[c:22]2=[O:23])[cH:4][c:5]([N+:15]([O-:12])=[O:13])[c:6]([CH2:8][CH:9]([C:10](=[O:11])[O:16][CH3:17])[Br:14])[cH:7]1.[Fe:33].[OH2:28]>>[F:1][c:2]1[c:3](-[n:18]2[n:19][c:20]([CH3:27])[n:21]([CH:24]([F:25])[F:26])[c:22]2=[O:23])[cH:4][c:5]2[c:6]([cH:7]1)[CH2:8][CH:9]([Br:14])[C:10](=[O:11])[NH:15]2. Starting materials: O=Cc1ccc(Cl)cc1, Nc1ccccc1-c1[nH]ncc1[N+](=O)[O-]. Yields the product O=[N+]([O-])c1cnn2c1-c1ccccc1NC2c1ccc(Cl)cc1. As a reaction SMILES: [Cl:16][c:17]1[cH:18][cH:19][c:20]([CH:21]=[O:22])[cH:23][cH:24]1.[NH2:1][c:2]1[c:3](-[c:8]2[c:9]([N+:13](=[O:14])[O-:15])[cH:10][n:11][nH:12]2)[cH:4][cH:5][cH:6][cH:7]1>>[NH:1]1[c:2]2[c:3]([cH:4][cH:5][cH:6][cH:7]2)-[c:8]2[c:9]([N+:13](=[O:14])[O-:15])[cH:10][n:11][n:12]2[CH:21]1[c:20]1[cH:19][cH:18][c:17]([Cl:16])[cH:24][cH:23]1. Starting materials: O=C([O-])[O-], CN(C)C=O, Fc1ccc(Cl)cn1, Cl, [K+], [K+], O=C1N(C2CCOCC2)CCC12CCCNC2. The product is O=C1N(C2CCOCC2)CCC12CCCN(c1ccc(Cl)cn1)C2. RXN SMILES: [C:27](=[O:28])([O-:29])[O-:30].[CH3:33][N:34]([CH3:35])[CH:36]=[O:37].[Cl:19][c:20]1[cH:21][cH:22][c:23]([F:26])[n:24][cH:25]1.[ClH:1].[K+:31].[K+:32].[O:2]1[CH2:3][CH2:4][CH:5]([N:8]2[C:9](=[O:18])[C:10]3([CH2:11][CH2:12]2)[CH2:13][NH:14][CH2:15][CH2:16][CH2:17]3)[CH2:6][CH2:7]1>>[O:2]1[CH2:3][CH2:4][CH:5]([N:8]2[C:9](=[O:18])[C:10]3([CH2:11][CH2:12]2)[CH2:13][N:14]([c:23]2[cH:22][cH:21][c:20]([Cl:19])[cH:25][n:24]2)[CH2:15][CH2:16][CH2:17]3)[CH2:6][CH2:7]1. The reactants are Cc1ccccc1, O=C(Cl)Cl, Cl, Nc1cc(Cl)c(F)c(Cl)c1F. Yields the product O=C=Nc1cc(Cl)c(F)c(Cl)c1F. RXN SMILES: [CH3:17][c:18]1[cH:19][cH:20][cH:21][cH:22][cH:23]1.[Cl:13][C:14]([Cl:15])=[O:16].[ClH:1].[F:2][c:3]1[c:4]([NH2:5])[cH:6][c:7]([Cl:12])[c:8]([F:11])[c:9]1[Cl:10]>>[F:2][c:3]1[c:4]([N:5]=[C:14]=[O:16])[cH:6][c:7]([Cl:12])[c:8]([F:11])[c:9]1[Cl:10].